describe an organic reaction: reactants, conditions, products, and yield From a dataset of the Open Reaction Database (ORD), a public repository of structured organic reaction records. Reactants: [Ir] (iridium), [Ta] (tantalum), [Ir] (iridium), [Ta] (tantalum), C(CCC)O (n-butanol). Reagents/catalysts: [Ti] (titanium). The product is [Ir]=O.[O-2].[Ta+5].[O-2].[O-2].[O-2].[O-2].[Ta+5] (iridium oxide tantalum oxide). Reaction SMILES: [Ir:1].[Ta:2].C([OH:7])CCC>[Ti]>[Ir:1]=[O:7].[O-2:7].[Ta+5:2].[O-2:7].[O-2:7].[O-2:7].[O-2:7].[Ta+5:2] |f:4.5.6.7.8.9.10.11|. Procedure details: After the titanium substrate surface was roughened, it was painted with a n-butanol solution containing salts of iridium and tantalum in a ratio of iridium to tantalum of approximately 65% to 35% by weight. The applied solution was allowed to dry at ambient temperature for approximately 20 minutes. The painted titanium substrate was subsequently heat treated in a furnace having an oxygen containing atmosphere at approximately 500° C. for approximately 20-30 minutes to form an iridium oxide/tanta...